This data is from the Open Reaction Database (ORD), a public repository of structured organic reaction records. The task is: describe an organic reaction: reactants, conditions, products, and yield Reactants: aqueous solution, [OH-].[Na+] (sodium hydroxide), COC1=CC=C(C=C1)C1=NOC(=C1C1=CC=C(C=C1)OC)CC(=O)OC (methyl [3,4-bis(4-methoxyphenyl)isoxazol-5-yl]acetate). Run at temperature 40 celsius. Yields the product COC1=CC=C(C=C1)C1=NOC(=C1C1=CC=C(C=C1)OC)CC(=O)O ([3,4-bis(4-methoxyphenyl)isoxazol-5-yl]acetic acid). Reaction SMILES: [OH-].[Na+].[CH3:3][O:4][C:5]1[CH:10]=[CH:9][C:8]([C:11]2[C:15]([C:16]3[CH:21]=[CH:20][C:19]([O:22][CH3:23])=[CH:18][CH:17]=3)=[C:14]([CH2:24][C:25]([O:27]C)=[O:26])[O:13][N:12]=2)=[CH:7][CH:6]=1>>[CH3:3][O:4][C:5]1[CH:10]=[CH:9][C:8]([C:11]2[C:15]([C:16]3[CH:21]=[CH:20][C:19]([O:22][CH3:23])=[CH:18][CH:17]=3)=[C:14]([CH2:24][C:25]([OH:27])=[O:26])[O:13][N:12]=2)=[CH:7][CH:6]=1 |f:0.1|. Procedure details: To 15 ml of 2% aqueous solution of sodium hydroxide was added 1.77 g of methyl [3,4-bis(4-methoxyphenyl)isoxazol-5-yl]acetate obtained in Reference Example 1 and the mixture was stirred at 40° C. over night. After completion of the reaction, the reaction mixture was washed with ether twice, and thereto was added 5 ml of 10% HCl while cooling with ice. The mixture was extracted with ethyl acetate, and the organic layer was washed with a saturated aqueous solution of sodium chloride and dried over... Starting materials: CCCC(CC(=O)OC)c1ccc(OCc2ccccc2)c(Br)c1, O=C([O-])[O-], CB1OB(C)OB(C)O1, [K+], [K+], CN(C)C=O, c1ccc(P(c2ccccc2)(c2ccccc2)[Pd](P(c2ccccc2)(c2ccccc2)c2ccccc2)(P(c2ccccc2)(c2ccccc2)c2ccccc2)P(c2ccccc2)(c2ccccc2)c2ccccc2)cc1. The product is CCCC(CC(=O)OC)c1ccc(OCc2ccccc2)c(C)c1. RXN SMILES: [Br:1][c:2]1[cH:3][c:4]([CH:16]([CH2:17][C:18](=[O:19])[O:20][CH3:21])[CH2:22][CH2:23][CH3:24])[cH:5][cH:6][c:7]1[O:8][CH2:9][c:10]1[cH:11][cH:12][cH:13][cH:14][cH:15]1.[C:25](=[O:26])([O-:27])[O-:28].[CH3:31][B:32]1[O:33][B:34]([CH3:35])[O:36][B:37]([CH3:38])[O:39]1.[K+:29].[K+:30].[O:40]=[CH:41][N:42]([CH3:43])[CH3:44].[cH:45]1[cH:46][cH:47][c:48]([P:49]([Pd:50]([P:51]([c:52]2[cH:53][cH:54][cH:55][cH:56][cH:57]2)([c:58]2[cH:59][cH:60][cH:61][cH:62][cH:63]2)[c:64]2[cH:65][cH:66][cH:67][cH:68][cH:69]2)([P:70]([c:71]2[cH:72][cH:73][cH:74][cH:75][cH:76]2)([c:77]2[cH:78][cH:79][cH:80][cH:81][cH:82]2)[c:83]2[cH:84][cH:85][cH:86][cH:87][cH:88]2)[P:89]([c:90]2[cH:91][cH:92][cH:93][cH:94][cH:95]2)([c:96]2[cH:97][cH:98][cH:99][cH:100][cH:101]2)[c:102]2[cH:103][cH:104][cH:105][cH:106][cH:107]2)([c:108]2[cH:109][cH:110][cH:111][cH:112][cH:113]2)[c:114]2[cH:115][cH:116][cH:117][cH:118][cH:119]2)[cH:120][cH:121]1>>[c:2]1([CH3:25])[cH:3][c:4]([CH:16]([CH2:17][C:18](=[O:19])[O:20][CH3:21])[CH2:22][CH2:23][CH3:24])[cH:5][cH:6][c:7]1[O:8][CH2:9][c:10]1[cH:11][cH:12][cH:13][cH:14][cH:15]1. The reactants are CCOc1ccc(Br)c(F)c1Cl, C1CCOC1, Cc1ccccc1, C=CC1CCC(=O)CC1, Cl, [Mg]. Product: C=CC1CCC(O)(c2ccc(OCC)c(Cl)c2F)CC1. As a reaction SMILES: [Br:2][c:3]1[c:4]([F:13])[c:5]([Cl:12])[c:6]([O:9][CH2:10][CH3:11])[cH:7][cH:8]1.[CH2:24]1[O:25][CH2:26][CH2:27][CH2:28]1.[CH3:29][c:30]1[cH:31][cH:32][cH:33][cH:34][cH:35]1.[CH:14](=[CH2:15])[CH:16]1[CH2:17][CH2:18][C:19](=[O:22])[CH2:20][CH2:21]1.[ClH:23].[Mg:1]>>[c:3]1([C:19]2([OH:22])[CH2:18][CH2:17][CH:16]([CH:14]=[CH2:15])[CH2:21][CH2:20]2)[c:4]([F:13])[c:5]([Cl:12])[c:6]([O:9][CH2:10][CH3:11])[cH:7][cH:8]1. The reactants are CC[O-].[Na+] (NaOEt), [Na] (sodium), BrC1=C(C=CC2=CC=CC=C12)CBr (1-bromo-2-bromomethylnaphthalene), C(CC(=O)OCC)(=O)OCC (diethyl malonate). The solvent is CCO (EtOH), O (H2O), C(Cl)Cl (CH2Cl2). Yields the product BrC1=C(C=CC2=CC=CC=C12)CC(C(=O)OCC)C(=O)OCC (Diethyl 2-(1-Bromo-2-naphthylmethyl)malonate). Isolated yield 95.6%. As a reaction SMILES: CC[O-].[Na+].[Na].[C:6]([O:14][CH2:15][CH3:16])(=[O:13])[CH2:7][C:8]([O:10][CH2:11][CH3:12])=[O:9].[Br:17][C:18]1[C:27]2[C:22](=[CH:23][CH:24]=[CH:25][CH:26]=2)[CH:21]=[CH:20][C:19]=1[CH2:28]Br>O.C(Cl)Cl.CCO>[Br:17][C:18]1[C:27]2[C:22](=[CH:23][CH:24]=[CH:25][CH:26]=2)[CH:21]=[CH:20][C:19]=1[CH2:28][CH:7]([C:8]([O:10][CH2:11][CH3:12])=[O:9])[C:6]([O:14][CH2:15][CH3:16])=[O:13] |f:0.1,^1:4|. Procedure details: To a solution of NaOEt prepared from 9.66 g of sodium and 210 mL of dry EtOH was added 63.76 mL of diethyl malonate and the reaction mixture refluxed for 2 h. To the resulting yellow solution was added in small portions 126 g of 1-bromo-2-bromomethylnaphthalene and the reaction mixture refluxed for 16 h. Distillation of ethanol from an oil bath (100°-110° C.) through a simple Claisen head gave a yellow suspension, to which was added 350 mL of CH2Cl2 and 350 mL of H2O. The aqueous layer was extra...